From a dataset of the Open Reaction Database (ORD), a public repository of structured organic reaction records. describe an organic reaction: reactants, conditions, products, and yield Reactants: CC(=CCCN1CCC(CC1)NC(C(O)(C1=C(C=CC=C1)F)C1CCCC1)=O)C (N-[1-(4-Methyl-3-pentenyl)piperidin-4-yl]-2-cyclopentyl-2-(2-fluorophenyl)-2-hydroxyacetamide), Cl.Cl.NC1CCN(CC1)CC1CCCCCC1 (4-amino-1-(cycloheptylmethyl)piperidine dihydrochloride). The product is C1(CCCCCC1)CN1CCC(CC1)NC(C(O)(C1CCCC1)C1=C(C=CC=C1)F)=O (N-[1-(Cycloheptylmethyl)piperidin-4-yl]-2-(2-fluorophenyl)-2-cyclopentyl-2-hydroxyacetamide). Reaction SMILES: C[C:2]([CH3:29])=[CH:3][CH2:4][CH2:5][N:6]1[CH2:11][CH2:10][CH:9]([NH:12][C:13](=[O:28])[C:14]([CH:23]2[CH2:27][CH2:26][CH2:25][CH2:24]2)([C:16]2[CH:21]=[CH:20][CH:19]=[CH:18][C:17]=2[F:22])[OH:15])[CH2:8][CH2:7]1.Cl.Cl.N[CH:33]1[CH2:38]CN(CC2CCCCCC2)C[CH2:34]1>>[CH:4]1([CH2:5][N:6]2[CH2:7][CH2:8][CH:9]([NH:12][C:13](=[O:28])[C:14]([C:16]3[CH:21]=[CH:20][CH:19]=[CH:18][C:17]=3[F:22])([CH:23]3[CH2:24][CH2:25][CH2:26][CH2:27]3)[OH:15])[CH2:10][CH2:11]2)[CH2:38][CH2:33][CH2:34][CH2:29][CH2:2][CH2:3]1 |f:1.2.3|. Procedure details: The title compound was prepared in the same manner as described in Step 4 of Example 22 using 2-(2-fluorophenyl)-2-cyclopentyl-2-hydroxyacetic acid obtained in Example 54 and 4-amino-1-(cycloheptylmethyl)piperidine dihydrochloride. The reactants are COC1=CC=C(C2=C1N=C(S2)N)OC2=CC=CC=C2 (4-methoxy-7-phenoxy-benzothiazol-2-ylamine), FC1=CC=C(C(=O)Cl)C=C1 (4-fluoro-benzoyl chloride). The product is FC1=CC=C(C(=O)NC=2SC3=C(N2)C(=CC=C3OC3=CC=CC=C3)OC)C=C1 (4-Fluoro-N-(4-methoxy-7-phenoxy-benzothiazol-2-yl)-benzamide). RXN SMILES: [CH3:1][O:2][C:3]1[C:8]2[N:9]=[C:10]([NH2:12])[S:11][C:7]=2[C:6]([O:13][C:14]2[CH:19]=[CH:18][CH:17]=[CH:16][CH:15]=2)=[CH:5][CH:4]=1.[F:20][C:21]1[CH:29]=[CH:28][C:24]([C:25](Cl)=[O:26])=[CH:23][CH:22]=1>>[F:20][C:21]1[CH:29]=[CH:28][C:24]([C:25]([NH:12][C:10]2[S:11][C:7]3[C:6]([O:13][C:14]4[CH:15]=[CH:16][CH:17]=[CH:18][CH:19]=4)=[CH:5][CH:4]=[C:3]([O:2][CH3:1])[C:8]=3[N:9]=2)=[O:26])=[CH:23][CH:22]=1. Procedure details: Using 4-methoxy-7-phenoxy-benzothiazol-2-ylamine and 4-fluoro-benzoyl chloride the title compound was obtained crude, which was chromatographed over SiO2 (Merck 230-400 mesh) eluting with CH2Cl2EtOAc (1:1), to afford the pure title compound as a white solid (75% yield), MS: m/e=394.1 (M+). The reactants are BrC=1N([C@H]2C[C@H](O)[C@@H](CO)O2)C=2N=CN=C(C2N1)N (8-bromo-2'-deoxyadenosine), C[O-].[Na+] (sodium methoxide). Run in CO (methanol). Product: COC=1N([C@H]2C[C@H](O)[C@@H](CO)O2)C=2N=CN=C(C2N1)N (2'-deoxy-8-methoxyadenosine). Isolated yield 54.8%. RXN SMILES: Br[C:2]1[N:3]([C:12]2[N:13]=[CH:14][N:15]=[C:16]([NH2:19])[C:17]=2[N:18]=1)[C@@H:4]1[O:11][C@H:8]([CH2:9][OH:10])[C@@H:6]([OH:7])[CH2:5]1.[CH3:20][O-:21].[Na+]>CO>[CH3:20][O:21][C:2]1[N:3]([C:12]2[N:13]=[CH:14][N:15]=[C:16]([NH2:19])[C:17]=2[N:18]=1)[C@@H:4]1[O:11][C@H:8]([CH2:9][OH:10])[C@@H:6]([OH:7])[CH2:5]1 |f:1.2|. Procedure: To a solution of 8-bromo-2'-deoxyadenosine (1.85 g, 5.61 mmol) in methanol (100 ml) was added sodium methoxide (0.908 g, 16.8 mmol), and the mixture was refluxed for 20 h. The solvent was evaporated and the residue chromatographed on silica gel (5% methanol/chloroform) to give 0.865 g (55%) of 2'-deoxy-8-methoxyadenosine: 1H NMR (Me2SO-d6) δ2.11 (m, 2H), 3.53 (m, 2H), 3.81 (m, 1H), 4.10 (s, 3H), 4.38 (m, 1H), 5.24 (m, 2H), 6.18 (t, 1H, J=6.8 Hz), 6.89 (br.s, 2H), 8.02 (s, 1H); UV (H2O) λmax 261 ... The reactants are BrC1=CC=C(CBr)C=C1 (4-bromobenzylbromide), C(C)OC(C)=O (ethylacetate), CNC(C)=O (N-methylacetamide), CC(C)([O-])C.[K+] (Potassium tert-butoxide). Run in C1CCOC1 (THF), O (water), C1CCOC1 (THF). Reaction conditions: temperature 50 celsius, time 20 minute. The product is BrC1=CC=C(CN(C(C)=O)C)C=C1 (N-(4-bromobenzyl)-N-methylacetamide). The yield is 96.3%. RXN SMILES: [CH3:1][NH:2][C:3](=[O:5])[CH3:4].CC(C)([O-])C.[K+].[Br:12][C:13]1[CH:20]=[CH:19][C:16]([CH2:17]Br)=[CH:15][CH:14]=1.C(OC(=O)C)C>C1COCC1.O>[Br:12][C:13]1[CH:20]=[CH:19][C:16]([CH2:17][N:2]([CH3:1])[C:3](=[O:5])[CH3:4])=[CH:15][CH:14]=1 |f:1.2|. Procedure details: 1.316 g N-methylacetamide was dissolved in 60 mL THF. 2.02 g Potassium tert-butoxide was added and the mixture stirred for 20 min at 50° C. Then 3 g of 4-bromobenzylbromide dissolved in 10 mL THF was added and the mixture stirred for 2 h at 50° C. After cooling ethylacetate and water were added and the organic phase extracted with water (1×), dried and the solvent distilled off to yield 2.8 g N-(4-bromobenzyl)-N-methylacetamide as an oil.